Dataset: the Open Reaction Database (ORD), a public repository of structured organic reaction records. Task: describe an organic reaction: reactants, conditions, products, and yield Reactants: CC1=C(C=C(C=C1)NC(C1=CC(=CC=C1)C(F)(F)F)=O)[N+](=O)[O-] (N-(4-Methyl-3-nitrophenyl)-3-(trifluoromethyl)benzamide). The reagents and catalysts are [Pd] (Pd/C). Solvent: CO (methanol). Conditions: time 2 hour. Product: NC=1C=C(C=CC1C)NC(C1=CC(=CC=C1)C(F)(F)F)=O (N-(3-amino-4-methylphenyl)-3-(trifluoromethyl)benzamide). Isolated yield 92.5%. As a reaction SMILES: [CH3:1][C:2]1[CH:7]=[CH:6][C:5]([NH:8][C:9](=[O:20])[C:10]2[CH:15]=[CH:14][CH:13]=[C:12]([C:16]([F:19])([F:18])[F:17])[CH:11]=2)=[CH:4][C:3]=1[N+:21]([O-])=O>[Pd].CO>[NH2:21][C:3]1[CH:4]=[C:5]([NH:8][C:9](=[O:20])[C:10]2[CH:15]=[CH:14][CH:13]=[C:12]([C:16]([F:17])([F:18])[F:19])[CH:11]=2)[CH:6]=[CH:7][C:2]=1[CH3:1]. Procedure: N-(4-Methyl-3-nitrophenyl)-3-(trifluoromethyl)benzamide (10.6 g, 32.7 mmol) obtained in Step (1) was stirred in a solvent of methanol. The reaction solution was mixed with Pd/C (1 g, 9.40 mmol), followed by stirring under hydrogen conditions for about 2 hours at room temperature. The reaction mixture was filtered through a Celite pad under reduced pressure, and washed with methanol. The filtrate was concentrated under reduced pressure to obtain the title compound (8.9 g, 93%). The reactants are C(C=C)OC(=O)N1[C@@H]2C(S[C@H](C1)C2)=O ((1S,4S)-5-allyloxycarbonyl-2-thia-5-azabicyclo[2.2.1]heptan-3-one), CN1CCNCC1 (4-methylpiperazine). Solvent: C(C)(=O)OCC (ethyl acetate), O1CCCC1 (tetrahydrofuran). Run at time 33 hour. The product is C(C=C)OC(=O)N1[C@@H](C[C@@H](C1)S)C(=O)N1CCN(CC1)C (1-[(2S,4S)-1-allyloxycarbonyl-4-mercapto-2-pyrrolidinecarbonyl]-4-methylpiperazine). As a reaction SMILES: [CH2:1]([O:4][C:5]([N:7]1[CH2:12][C@@H:11]2[CH2:13][C@H:8]1[C:9](=[O:14])[S:10]2)=[O:6])[CH:2]=[CH2:3].[CH3:15][N:16]1[CH2:21][CH2:20][NH:19][CH2:18][CH2:17]1>O1CCCC1.C(OCC)(=O)C>[CH2:1]([O:4][C:5]([N:7]1[CH2:12][C@@H:11]([SH:10])[CH2:13][C@H:8]1[C:9]([N:19]1[CH2:20][CH2:21][N:16]([CH3:15])[CH2:17][CH2:18]1)=[O:14])=[O:6])[CH:2]=[CH2:3]. Reported procedure: To a solution of (1S,4S)-5-allyloxycarbonyl-2-thia-5-azabicyclo[2.2.1]heptan-3-one (30.6 mg) in tetrahydrofuran (1 ml) was added 4-methylpiperazine (15.8 mg). The mixture was stirred for 33 hours at room temperature. After the reaction was over, the mixture was diluted with ethyl acetate (2 ml). Distillation of the solvent gave oily 1-[(2S,4S)-1-allyloxycarbonyl-4-mercapto-2-pyrrolidinecarbonyl]-4-methylpiperazine.